Dataset: the Open Reaction Database (ORD), a public repository of structured organic reaction records. Task: describe an organic reaction: reactants, conditions, products, and yield The reactants are [H-].[Na+] (Sodium hydride), O1C(CC2=C1C=CC=C2)C2N(CCC=1C3=CC=CC=C3NC21)C2=NC=C(C=N2)C2=CC=C(C=C2)OC (1-(2,3-dihydrobenzofuranyl)-2-[5-(4-methoxyphenyl)-pyrimidin-2-yl]-2,3,4,9-tetrahydro-1H-β-carboline), CN(C)C=O (DMF). The product is COC1=CC=C(C=C1)C=1C=NC(=NC1)N1C(C=2NC=3C=CC=CC3C(C2C1)=O)C1OC2=C(C1)C=CC=C2 (1,2,3,4-Tetrahydro-2-[5-(4-methoxyphenyl)-pyrimidin-2-yl]-3-(2,3-dihydrobenzofuranyl)-9H-pyrrolo-[3,4-b]quinolin-9-one). RXN SMILES: [H-].[Na+].[O:3]1[C:7]2[CH:8]=[CH:9][CH:10]=[CH:11][C:6]=2[CH2:5][CH:4]1[CH:12]1[C:24]2[NH:23][C:22]3[C:17](=[CH:18][CH:19]=[CH:20][CH:21]=3)[C:16]=2[CH2:15][CH2:14][N:13]1[C:25]1[N:30]=[CH:29][C:28]([C:31]2[CH:36]=[CH:35][C:34]([O:37][CH3:38])=[CH:33][CH:32]=2)=[CH:27][N:26]=1.CN(C=[O:43])C>>[CH3:38][O:37][C:34]1[CH:35]=[CH:36][C:31]([C:28]2[CH:27]=[N:26][C:25]([N:13]3[CH2:14][C:15]4[C:16](=[O:43])[C:17]5[CH:18]=[CH:19][CH:20]=[CH:21][C:22]=5[NH:23][C:24]=4[CH:12]3[CH:4]3[CH2:5][C:6]4[CH:11]=[CH:10][CH:9]=[CH:8][C:7]=4[O:3]3)=[N:30][CH:29]=2)=[CH:32][CH:33]=1 |f:0.1|. Procedure details: Sodium hydride (60% in mineral oil, 87 mg, 2.18 mmol) and 1-(2,3-dihydro-5-benzfuranyl)-2,3,4,9-tetrahydro-2-[5-(4-methoxyphenyl)-2-pyrimidinyl]-1H-β-carboline (450 mg, 0.95 mmol) (prepared as in Example 46) in DMF (30 mL, anhydrous) were stirred at room temperature for 30 min. Dry air was then bubbled through the solution for 16 h. Ethyl acetate (200 mL) was then added to the solution. The resulting mixture was washed with 10% NaCl solution, brine and then dried with MgSO4. The solvent was evap... Starting materials: CC(C)CC(=O)Cl, CN(C)c1ccccn1, Cc1ccccc1, CC(C)c1noc(N)c1C(N)=O, c1ccncc1. Product: CC(C)CC(=O)Nc1onc(C(C)C)c1C(N)=O. Reaction SMILES: [C:22]([CH2:23][CH:24]([CH3:25])[CH3:26])(=[O:27])[Cl:28].[CH3:13][N:14]([c:15]1[cH:16][cH:17][cH:18][cH:19][n:20]1)[CH3:21].[CH3:29][c:30]1[cH:31][cH:32][cH:33][cH:34][cH:35]1.[NH2:1][c:2]1[c:3]([C:10](=[O:11])[NH2:12])[c:4]([CH:7]([CH3:8])[CH3:9])[n:5][o:6]1.[cH:36]1[cH:37][cH:38][n:39][cH:40][cH:41]1>>[NH:1]([c:2]1[c:3]([C:10](=[O:11])[NH2:12])[c:4]([CH:7]([CH3:8])[CH3:9])[n:5][o:6]1)[C:22]([CH2:23][CH:24]([CH3:25])[CH3:26])=[O:27]. Product: ClC1=C(C(=CC=C1)C)NC(=S)NC=1C(=NN(C1C)C)C (1-(2-Chloro-6-methyl-phenyl)-3-(1,3,5-trimethyl-1H-pyrazol-4-yl)-thiourea). The yield is 66.8%. Procedure details: Prepared using Method A from 4.0 g (21.8 mmol) of 2-chloro-6-methyl-phenyl isothiocyanate and 2.7 g (21.8 mmol) of 4-amino-1,3,5-trimethylpyrazole to give 4.5 g of title compound as a white solid (67% yield, m.p. 201-202° C.). The reactants are ClC1=C(C(=CC=C1)C)N=C=S (2-chloro-6-methyl-phenyl isothiocyanate), NC=1C(=NN(C1C)C)C (4-amino-1,3,5-trimethylpyrazole). Reaction SMILES: [Cl:1][C:2]1[CH:7]=[CH:6][CH:5]=[C:4]([CH3:8])[C:3]=1[N:9]=[C:10]=[S:11].[NH2:12][C:13]1[C:14]([CH3:20])=[N:15][N:16]([CH3:19])[C:17]=1[CH3:18]>>[Cl:1][C:2]1[CH:7]=[CH:6][CH:5]=[C:4]([CH3:8])[C:3]=1[NH:9][C:10]([NH:12][C:13]1[C:14]([CH3:20])=[N:15][N:16]([CH3:19])[C:17]=1[CH3:18])=[S:11]. Reactants: CCO, Cn1nnc2ccc(C(=O)c3ccc(Cl)cc3)cc21, CC(C)(C)OC(=O)NN. The product is Cn1nnc2ccc(C(=NNC(=O)OC(C)(C)C)c3ccc(Cl)cc3)cc21. Reaction SMILES: [CH3:29][CH2:30][OH:31].[Cl:1][c:2]1[cH:3][cH:4][c:5]([C:8](=[O:9])[c:10]2[cH:11][cH:12][c:13]3[c:14]([n:15]([CH3:18])[n:16][n:17]3)[cH:19]2)[cH:6][cH:7]1.[NH:20]([NH2:21])[C:22](=[O:23])[O:24][C:25]([CH3:26])([CH3:27])[CH3:28]>>[Cl:1][c:2]1[cH:3][cH:4][c:5]([C:8]([c:10]2[cH:11][cH:12][c:13]3[c:14]([n:15]([CH3:18])[n:16][n:17]3)[cH:19]2)=[N:21][NH:20][C:22](=[O:23])[O:24][C:25]([CH3:26])([CH3:27])[CH3:28])[cH:6][cH:7]1. Starting materials: CC(Br)c1nc2c(cnn2C2CCOCC2)c(=O)[nH]1, O=C([O-])[O-], ClCCl, [K+], [K+], O=C(O)C(F)(F)F, CC(C)(C)OC(=O)N1CC(O)C1. Product: CC(c1nc2c(cnn2C2CCOCC2)c(=O)[nH]1)N1CC(O)C1. As a reaction SMILES: [Br:26][CH:27]([CH3:28])[c:29]1[nH:30][c:31](=[O:44])[c:32]2[c:33]([n:34]1)[n:35]([CH:38]1[CH2:39][CH2:40][O:41][CH2:42][CH2:43]1)[n:36][cH:37]2.[C:20](=[O:21])([O-:22])[O-:23].[Cl:45][CH2:46][Cl:47].[K+:24].[K+:25].[OH:13][C:14]([C:15]([F:16])([F:17])[F:18])=[O:19].[OH:1][CH:2]1[CH2:3][N:4]([C:6]([O:7][C:8]([CH3:9])([CH3:10])[CH3:11])=[O:12])[CH2:5]1>>[OH:1][CH:2]1[CH2:3][N:4]([CH:27]([CH3:28])[c:29]2[nH:30][c:31](=[O:44])[c:32]3[c:33]([n:34]2)[n:35]([CH:38]2[CH2:39][CH2:40][O:41][CH2:42][CH2:43]2)[n:36][cH:37]3)[CH2:5]1. Starting materials: 14, N1=CC=CC2=CN=CC=C12 (1,6-naphthyridine), BrCCC=C (4-bromo-1-butene), [BH4-].[Na+] (sodium borohydride). Reaction conditions: time 8 hour. Product: C(CC=C)N1CC=2C=CC=NC2CC1 (5,6,7,8-tetrahydro-6-(3-butenyl)-1,6-naphthyridine). As a reaction SMILES: [N:1]1[C:10]2[C:5](=[CH:6][N:7]=[CH:8][CH:9]=2)[CH:4]=[CH:3][CH:2]=1.Br[CH2:12][CH2:13][CH:14]=[CH2:15].[BH4-].[Na+]>>[CH2:15]([N:7]1[CH2:8][CH2:9][C:10]2[N:1]=[CH:2][CH:3]=[CH:4][C:5]=2[CH2:6]1)[CH2:14][CH:13]=[CH2:12] |f:2.3|. Reported procedure: A mixture of 1,6-naphthyridine (3.9 g, 0.03 mol) and 4-bromo-1-butene (4.9 g, 0.036 mol) was heated at 70°-80° C. for 5 hours. The reaction mixture was washed with a small quantity of ether, dissolved in methanol (200 ml) and water (60 ml). To the mixture, sodium borohydride (5.7 g, 0.15 mol) was added portionwise over the internal temperature range 0° to 20° C. After stirring overnight at room temperature, the mixture was evaporated in vacuo, water added and extracted with benzene. The benzene ...